Dataset: the Open Reaction Database (ORD), a public repository of structured organic reaction records. Task: describe an organic reaction: reactants, conditions, products, and yield Reactants: C(C)C1=CC=C(C=C1)O (p-Ethylphenol), C1CO1 (ethylene oxide). The reagents and catalysts are [OH-].[Na+] (sodium hydroxide). Product: C(C)C1=CC=C(OCCO)C=C1 (2-(p-ethylphenoxy)ethanol). As a reaction SMILES: [CH2:1]([C:3]1[CH:8]=[CH:7][C:6]([OH:9])=[CH:5][CH:4]=1)[CH3:2].[CH2:10]1[O:12][CH2:11]1>[OH-].[Na+]>[CH2:1]([C:3]1[CH:8]=[CH:7][C:6]([O:9][CH2:10][CH2:11][OH:12])=[CH:5][CH:4]=1)[CH3:2] |f:2.3|. Procedure: p-Ethylphenol (854 parts) is ethoxylated with ethylene oxide (348 parts) using sodium hydroxide (7 parts) as catalyst at 145° C. in a method similar to that used in Example 12 to give 2-(p-ethylphenoxy)ethanol m.p. 48°-49° C. (987 parts).